Dataset: the Open Reaction Database (ORD), a public repository of structured organic reaction records. Task: describe an organic reaction: reactants, conditions, products, and yield Starting materials: P(OC)(OC)O (dimethyl hydrogen phosphite), P(O)(O)(O)=O (phosphoric acid). Product: P(OC)(OC)O.P(O)(O)(O)=O (dimethyl hydrogen phosphite phosphoric acid). Reaction SMILES: [P:1]([OH:6])([O:4][CH3:5])[O:2][CH3:3].[P:7](=[O:11])([OH:10])([OH:9])[OH:8]>>[P:1]([OH:6])([O:4][CH3:5])[O:2][CH3:3].[P:7](=[O:8])([OH:11])([OH:10])[OH:9] |f:2.3|. Procedure details: 25 parts by weight of dimethyl hydrogen phosphite and 25 parts by weight of phosphoric acid are mixed and reacted. The reaction is exothermic and is completed within 30 minutes to 1 hour, thereby producing a dimethyl hydrogen phosphite-phosphoric acid compound. The chemical reaction may be speeded up by keeping the temperature of the mixture just below the boiling point of the reactants. Reactants: C=CCC(CC=C)c1c(-c2ccccc2)c(C)c(C#N)c2nc(C3CC3)oc12, ClCCl. The product is Cc1c(-c2ccccc2)c(C2CC=CC2)c2oc(C3CC3)nc2c1C#N. Reaction SMILES: [CH2:1]([CH:2]=[CH2:3])[CH:4]([CH2:5][CH:6]=[CH2:7])[c:8]1[c:9](-[c:23]2[cH:24][cH:25][cH:26][cH:27][cH:28]2)[c:10]([CH3:22])[c:11]([C:20]#[N:21])[c:12]2[n:13][c:14]([CH:17]3[CH2:18][CH2:19]3)[o:15][c:16]12.[Cl:29][CH2:30][Cl:31]>>[CH2:1]1[CH:4]([c:8]2[c:9](-[c:23]3[cH:24][cH:25][cH:26][cH:27][cH:28]3)[c:10]([CH3:22])[c:11]([C:20]#[N:21])[c:12]3[n:13][c:14]([CH:17]4[CH2:18][CH2:19]4)[o:15][c:16]23)[CH2:5][CH:6]=[CH:7]1. Reaction SMILES: [CH2:1]([CH2:2][CH2:3][CH3:4])[c:5]1[n:6][c:7]2[c:8]([n:9]1[CH2:10][c:11]1[cH:12][cH:13][c:14](-[c:17]3[c:18]([C:23](=[O:24])[O:25][C:26]([CH3:27])([CH3:28])[CH3:29])[cH:19][cH:20][cH:21][cH:22]3)[cH:15][cH:16]1)[cH:30][c:31]([Cl:35])[c:32]([Cl:34])[cH:33]2.[CH2:43]([Cl:44])[Cl:45].[OH:36][C:37]([C:38]([F:39])([F:40])[F:41])=[O:42]>>[CH2:1]([CH2:2][CH2:3][CH3:4])[c:5]1[n:6][c:7]2[c:8]([n:9]1[CH2:10][c:11]1[cH:12][cH:13][c:14](-[c:17]3[c:18]([C:23](=[O:24])[OH:25])[cH:19][cH:20][cH:21][cH:22]3)[cH:15][cH:16]1)[cH:30][c:31]([Cl:35])[c:32]([Cl:34])[cH:33]2. Starting materials: CCCCc1nc2cc(Cl)c(Cl)cc2n1Cc1ccc(-c2ccccc2C(=O)OC(C)(C)C)cc1, ClCCl, O=C(O)C(F)(F)F. The product is CCCCc1nc2cc(Cl)c(Cl)cc2n1Cc1ccc(-c2ccccc2C(=O)O)cc1. Reactants: FC(CN)(F)F (2,2,2-trifluoroethanamine), C1=CN(C=N1)C(=O)N2C=CN=C2 (CDI), C(C)[C@@H]1[C@@H](CNC1)C1=NN=C2N1C1=C(N=C2)N(C=C1)S(=O)(=O)C1=CC=C(C)C=C1 (1-((cis)-4-ethylpyrrolidin-3-yl)-6-tosyl-6H-pyrrolo[2,3-e][1,2,4]triazolo[4,3-a]pyrazine). Solvent: CN(C)C=O (DMF). Run at temperature 65 celsius, time 2 hour. Yields the product C(C)[C@@H]1CN(C[C@@H]1C1=NN=C2N1C1=C(N=C2)N(C=C1)S(=O)(=O)C1=CC=C(C)C=C1)C(=O)NCC(F)(F)F ((cis)-3-ethyl-4-(6-tosyl-6H-pyrrolo[2,3-e][1,2,4]triazolo[4,3-a]pyrazin-1-yl)-N-(2,2,2-trifluoroethyl)pyrrolidine-1-carboxamide). As a reaction SMILES: [F:1][C:2]([F:6])([F:5])[CH2:3][NH2:4].C1N=CN([C:12](N2C=NC=C2)=[O:13])C=1.[CH2:19]([C@H:21]1[CH2:25][NH:24][CH2:23][C@H:22]1[C:26]1[N:30]2[C:31]3[CH:37]=[CH:36][N:35]([S:38]([C:41]4[CH:47]=[CH:46][C:44]([CH3:45])=[CH:43][CH:42]=4)(=[O:40])=[O:39])[C:32]=3[N:33]=[CH:34][C:29]2=[N:28][N:27]=1)[CH3:20]>CN(C=O)C>[CH2:19]([C@H:21]1[C@@H:22]([C:26]2[N:30]3[C:31]4[CH:37]=[CH:36][N:35]([S:38]([C:41]5[CH:42]=[CH:43][C:44]([CH3:45])=[CH:46][CH:47]=5)(=[O:40])=[O:39])[C:32]=4[N:33]=[CH:34][C:29]3=[N:28][N:27]=2)[CH2:23][N:24]([C:12]([NH:4][CH2:3][C:2]([F:6])([F:5])[F:1])=[O:13])[CH2:25]1)[CH3:20]. Procedure: To a solution of 2,2,2-trifluoroethanamine (0.080 g, 0.804 mmol) in DMF (3 mL) was added CDI (0.150 g, 0.926 mmol). The resulting solution was stirred at about 65° C. for about 2 h. 1-((cis)-4-ethylpyrrolidin-3-yl)-6-tosyl-6H-pyrrolo[2,3-e][1,2,4]triazolo[4,3-a]pyrazine (0.250 g, 0.609 mmol) was added and the reaction continued stirring at about 65° C. for about 2 h. The reaction was cooled to about ambient temperature. The solvent was removed under reduced pressure. The crude material was purif... Reactants: Nc1cnc(Oc2cnc3ccccc3c2)c(Cl)c1, O=S(=O)(Cl)c1ccccc1. The product is O=S(=O)(Nc1cnc(Oc2cnc3ccccc3c2)c(Cl)c1)c1ccccc1. As a reaction SMILES: [Cl:1][c:2]1[cH:3][c:4]([NH2:19])[cH:5][n:6][c:7]1[O:8][c:9]1[cH:10][n:11][c:12]2[cH:13][cH:14][cH:15][cH:16][c:17]2[cH:18]1.[c:20]1([S:26](=[O:27])(=[O:28])[Cl:29])[cH:21][cH:22][cH:23][cH:24][cH:25]1>>[Cl:1][c:2]1[cH:3][c:4]([NH:19][S:26]([c:20]2[cH:21][cH:22][cH:23][cH:24][cH:25]2)(=[O:27])=[O:28])[cH:5][n:6][c:7]1[O:8][c:9]1[cH:10][n:11][c:12]2[cH:13][cH:14][cH:15][cH:16][c:17]2[cH:18]1. Starting materials: C(C)C1CCNC2=CC=CC=C12 ((R/S)-4-ethyl-1,2,3,4-tetrahydroquinoline), [N+](=O)(O)[O-] (HNO3), C(=O)(O)[O-].[Na+] (NaHCO3), crude material, OS(=O)(=O)O (H2SO4), N1=CC=CC2=CC=CC=C12 (quinoline), [OH-].[Na+] (NaOH). Reagents/catalysts: [Pd] (Pd). Solvent: O (water), CCOC(=O)C.CCO (EtOAc EtOH). Reaction conditions: temperature -10 celsius, time 10 minute. The product is NC1=CC=C2C(CCNC2=C1)CC ((R/S)-7-Amino-4-ethyl-1,2,3,4-tetrahydroquinoline). Isolated yield 57.0%. Reaction SMILES: [CH2:1]([CH:3]1[C:12]2[C:7](=[CH:8][CH:9]=[CH:10][CH:11]=2)[NH:6][CH2:5][CH2:4]1)[CH3:2].OS(O)(=O)=O.[N:18]1C2C(=CC=CC=2)C=CC=1.[N+]([O-])(O)=O.C([O-])(O)=O.[Na+].[OH-].[Na+]>O.[Pd].CCOC(C)=O.CCO>[NH2:18][C:9]1[CH:8]=[C:7]2[C:12]([CH:3]([CH2:1][CH3:2])[CH2:4][CH2:5][NH:6]2)=[CH:11][CH:10]=1 |f:4.5,6.7,10.11|. Procedure: A 25-mL rb flask containing (R/S)-4-ethyl-1,2,3,4-tetrahydroquinoline (340 mg, 2.1 mmol) was cooled to -10° C., and conc. H2SO4 (5 mL) was added slowly. The resulting solution was warmed to rt to effect complete dissolution of the quinoline, then cooled again to -10° C. and stirred vigorously. Fuming HNO3 (85 μL) was added dropwise, slowly, and the reaction mixture turned dark red. After 10 min, the reaction mixture was poured onto cracked ice and diluted with water (5 mL). Sat'd NaHCO3 (80 mL) ...